From a dataset of the Open Reaction Database (ORD), a public repository of structured organic reaction records. describe an organic reaction: reactants, conditions, products, and yield Starting materials: C(C1=CC=CC=C1)N([C@H](C(=O)OCC1=CC=CC=C1)CC(=O)OC)C[C@H](COS(=O)(=O)C1=CC=C(C=C1)C)OC(C)OCC (1-benzyl 4-methyl(2S)-2-[benzyl((2R)-2-(1-ethoxyethoxy)-3-[(4-methylphenyl)sulfonyl]oxypropyl)amino]succinate), C1(=CC=CC=C1)C (toluene), C[Si]([N-][Si](C)(C)C)(C)C.[Li+] (Lithium hexamethyldisilazide). The solvent is O1CCCC1 (tetrahydrofuran), O1CCCC1 (tetrahydrofuran). Conditions: temperature -78 celsius, time 8 hour. Product: C(C1=CC=CC=C1)N1[C@@H]([C@H](C[C@@H](C1)OC(C)OCC)C(=O)OC)C(=O)OCC1=CC=CC=C1 (2-benzyl 3-methyl(2S,3S,5S)-1-benzyl-5-(1-ethoxyethoxy)piperidine-2,3-dicarboxylate). Isolated yield 78.2%. RXN SMILES: [CH2:1]([N:8]([CH2:25][C@@H:26]([O:39][CH:40]([O:42][CH2:43][CH3:44])[CH3:41])[CH2:27]OS(C1C=CC(C)=CC=1)(=O)=O)[C@@H:9]([CH2:20][C:21]([O:23][CH3:24])=[O:22])[C:10]([O:12][CH2:13][C:14]1[CH:19]=[CH:18][CH:17]=[CH:16][CH:15]=1)=[O:11])[C:2]1[CH:7]=[CH:6][CH:5]=[CH:4][CH:3]=1.C1(C)C=CC=CC=1.C[Si](C)(C)[N-][Si](C)(C)C.[Li+]>O1CCCC1>[CH2:1]([N:8]1[CH2:25][C@@H:26]([O:39][CH:40]([O:42][CH2:43][CH3:44])[CH3:41])[CH2:27][C@H:20]([C:21]([O:23][CH3:24])=[O:22])[C@H:9]1[C:10]([O:12][CH2:13][C:14]1[CH:19]=[CH:18][CH:17]=[CH:16][CH:15]=1)=[O:11])[C:2]1[CH:3]=[CH:4][CH:5]=[CH:6][CH:7]=1 |f:2.3|. Procedure details: To a solution of 1-benzyl 4-methyl(2S)-2-[benzyl((2R)-2-(1-ethoxyethoxy)-3-[(4-methylphenyl)sulfonyl]oxypropyl)amino]succinate (34.30 g, 0.05464 mol) in a mixture of tetrahydrofuran (90.0 mL, 1.11 mol) and toluene (470.0 mL, 4.412 mol) at −78 Celsius was added 1.00 M of Lithium hexamethyldisilazide in tetrahydrofuran (65.6 mL). The resulting mixture was stirred at −78 Celsius overnight, and then allowed to warm up to at 0 Celsius gradually and stirred at 0 Celsius for 30 min. After quenched with... Reactants: S(O)(O)(=O)=O (sulfuric acid), ClC1=C2C(=NC=C1)NC=C2 (4-chloro-1H-pyrrolo[2,3-b]pyridine), [N+](=O)(O)[O-] (nitric acid), S(O)(O)(=O)=O (sulfuric acid). Run in O (water). Reaction conditions: temperature 0 celsius, time 30 minute. Yields the product ClC1=C2C(=NC=C1)NC=C2[N+](=O)[O-] (4-chloro-3-nitro-1H-pyrrolo[2,3-b]pyridine). Yield: 92.0%. RXN SMILES: S(=O)(=O)(O)O.[Cl:6][C:7]1[CH:12]=[CH:11][N:10]=[C:9]2[NH:13][CH:14]=[CH:15][C:8]=12.[N+:16]([O-])([OH:18])=[O:17]>O>[Cl:6][C:7]1[CH:12]=[CH:11][N:10]=[C:9]2[NH:13][CH:14]=[C:15]([N+:16]([O-:18])=[O:17])[C:8]=12. Procedure details: Into concentrated sulfuric acid (150 mL) was added 4-chloro-1H-pyrrolo[2,3-b]pyridine (50.0 g) in portions while maintaining the internal temperature of the mixture below 10° C. (Note: exothermic upon addition). A mixture of concentrated nitric acid (30.0 mL) and concentrated sulfuric acid (60.0 mL) was added slowly while maintaining the internal temperature of the mixture below 10° C. (Note: exothermic upon addition). The reaction mixture was stirred at 0° C. for 30 min. Cold water (750 mL) was... Reactants: C(C)NCC (diethylamine), CC=1C=C(C=CC1NS(=O)(=O)C(F)(F)F)S(=O)(=O)Cl (3-methyl-4-(trifluoromethanesulfonamido)benzenesulfonyl chloride). Run in O1CCCC1 (tetrahydrofuran). Reaction conditions: time 8 hour. Yields the product C(C)N(S(=O)(=O)C1=CC(=C(C=C1)NS(=O)(=O)C(F)(F)F)C)CC (N,N-diethyl-3-methyl-4-(trifluoromethanesulfonamido)benzenesulfonamide). The yield is 58.3%. As a reaction SMILES: [CH2:1]([NH:3][CH2:4][CH3:5])[CH3:2].[CH3:6][C:7]1[CH:8]=[C:9]([S:21](Cl)(=[O:23])=[O:22])[CH:10]=[CH:11][C:12]=1[NH:13][S:14]([C:17]([F:20])([F:19])[F:18])(=[O:16])=[O:15]>O1CCCC1>[CH2:1]([N:3]([CH2:4][CH3:5])[S:21]([C:9]1[CH:10]=[CH:11][C:12]([NH:13][S:14]([C:17]([F:20])([F:18])[F:19])(=[O:16])=[O:15])=[C:7]([CH3:6])[CH:8]=1)(=[O:23])=[O:22])[CH3:2]. Procedure: A solution of diethylamine (1 g) and 3-methyl-4-(trifluoromethanesulfonamido)benzenesulfonyl chloride (1.5 g) in tetrahydrofuran (20 ml) was allowed to stand overnight. The resultant mnixture was concentrated and shaken with chloroform and 5% aqueous hydrochloric acid. The chloroform extract was concentrated and recrystallized from a mixture of ethanol and water to give 0.97 g of N,N-diethyl-3-methyl-4-(trifluoromethanesulfonamido)benzenesulfonamide (Compound No. 6). M.P., 128°-128.5° C. The reactants are Cc1cc(C)c2oc(Nc3ccc(B4OC(C)(C)C(C)(C)O4)cc3)nc2c1, COCCOC, CN1CCC(n2nc(I)c3c(N)ncnc32)CC1, [Na+], [Na+], O=C([O-])[O-], O, [Pd], c1ccc(P(c2ccccc2)c2ccccc2)cc1, c1ccc(P(c2ccccc2)c2ccccc2)cc1, c1ccc(P(c2ccccc2)c2ccccc2)cc1, c1ccc(P(c2ccccc2)c2ccccc2)cc1. Yields the product Cc1cc(C)c2oc(Nc3ccc(-c4nn(C5CCN(C)CC5)c5ncnc(N)c45)cc3)nc2c1. As a reaction SMILES: [CH3:19][c:20]1[cH:21][c:22]([CH3:45])[c:23]2[c:24]([n:25][c:26]([NH:28][c:29]3[cH:30][cH:31][c:32]([B:35]4[O:36][C:37]([CH3:38])([CH3:39])[C:40]([CH3:41])([CH3:42])[O:43]4)[cH:33][cH:34]3)[o:27]2)[cH:44]1.[CH3:52][O:53][CH2:54][CH2:55][O:56][CH3:57].[I:1][c:2]1[n:3][n:4]([CH:12]2[CH2:13][CH2:14][N:15]([CH3:18])[CH2:16][CH2:17]2)[c:5]2[n:6][cH:7][n:8][c:9]([NH2:11])[c:10]12.[Na+:46].[Na+:47].[O-:48][C:49](=[O:50])[O-:51].[OH2:58].[Pd:59].[c:117]1([P:118]([c:119]2[cH:120][cH:121][cH:122][cH:123][cH:124]2)[c:125]2[cH:126][cH:127][cH:128][cH:129][cH:130]2)[cH:131][cH:132][cH:133][cH:134][cH:135]1.[c:60]1([P:61]([c:62]2[cH:63][cH:64][cH:65][cH:66][cH:67]2)[c:68]2[cH:69][cH:70][cH:71][cH:72][cH:73]2)[cH:74][cH:75][cH:76][cH:77][cH:78]1.[c:79]1([P:80]([c:81]2[cH:82][cH:83][cH:84][cH:85][cH:86]2)[c:87]2[cH:88][cH:89][cH:90][cH:91][cH:92]2)[cH:93][cH:94][cH:95][cH:96][cH:97]1.[c:98]1([P:99]([c:100]2[cH:101][cH:102][cH:103][cH:104][cH:105]2)[c:106]2[cH:107][cH:108][cH:109][cH:110][cH:111]2)[cH:112][cH:113][cH:114][cH:115][cH:116]1>>[c:2]1(-[c:32]2[cH:31][cH:30][c:29]([NH:28][c:26]3[n:25][c:24]4[c:23]([c:22]([CH3:45])[cH:21][c:20]([CH3:19])[cH:44]4)[o:27]3)[cH:34][cH:33]2)[n:3][n:4]([CH:12]2[CH2:13][CH2:14][N:15]([CH3:18])[CH2:16][CH2:17]2)[c:5]2[n:6][cH:7][n:8][c:9]([NH2:11])[c:10]12. Starting materials: ClC=1C=C(C=O)C=C(C1O)Cl (3,5-dichloro-4-hydroxybenzaldehyde), Cl.C(C1=CC=CC=C1)ON (O-benzylhydroxylamine hydrochloride), imine, C(#N)[BH3-].[Na+] (sodium cyanoborohydride), C(C)(=O)O (acetic acid). The solvent is N1=CC=CC=C1 (pyridine). Yields the product C(C1=CC=CC=C1)ON(C=O)CC1=CC(=C(C(=C1)Cl)O)Cl (N-benzyloxy-N-(3,5-dichloro-4-hydroxybenzyl)formamide). RXN SMILES: [Cl:1][C:2]1[CH:3]=[C:4]([CH:7]=[C:8]([Cl:11])[C:9]=1[OH:10])[CH:5]=O.Cl.[CH2:13]([O:20][NH2:21])[C:14]1[CH:19]=[CH:18][CH:17]=[CH:16][CH:15]=1.C([BH3-])#N.[Na+].[C:26](O)(=[O:28])C>N1C=CC=CC=1>[CH2:13]([O:20][N:21]([CH2:5][C:4]1[CH:3]=[C:2]([Cl:1])[C:9]([OH:10])=[C:8]([Cl:11])[CH:7]=1)[CH:26]=[O:28])[C:14]1[CH:19]=[CH:18][CH:17]=[CH:16][CH:15]=1 |f:1.2,3.4|. Reported procedure: A solution of 3,5-dichloro-4-hydroxybenzaldehyde (2.00 g, 10.5 mmol) and O-benzylhydroxylamine hydrochloride (1.84 g, 11.55 mmol) in 5 ml of pyridine was stirred for 2 h. All volatiles were removed in vacuo and the resulting imine intermediate was treated with sodium cyanoborohydride (1.98 g, 31.5 mmol) in 10 ml of glacial acetic acid for 4 h. The reaction mixture was quenched with water and neutralized with sodium bicarbonate powder, extracted with ethyl acetate and dried (sodium sulfate). Remo...